From a dataset of the Open Reaction Database (ORD), a public repository of structured organic reaction records. describe an organic reaction: reactants, conditions, products, and yield Run in CN(C)C=O (DMF), CCOC(=O)C (AcOEt). Run at time 30 minute. As a reaction SMILES: [H-].[Na+].[OH:3][N:4]=[C:5]([C:10]1[CH:15]=[CH:14][CH:13]=[CH:12][CH:11]=1)[C:6]([NH:8][CH3:9])=[O:7].[CH2:16]([O:20][C:21](=[O:31])[NH:22][C:23]1[CH:28]=[CH:27][CH:26]=[C:25]([CH2:29]Cl)[N:24]=1)[CH2:17][C:18]#[CH:19].O>CN(C=O)C.CCOC(C)=O>[CH3:9][NH:8][C:6](=[O:7])[C:5](=[N:4][O:3][CH2:29][C:25]1[N:24]=[C:23]([NH:22][C:21](=[O:31])[O:20][CH2:16][CH2:17][C:18]#[CH:19])[CH:28]=[CH:27][CH:26]=1)[C:10]1[CH:15]=[CH:14][CH:13]=[CH:12][CH:11]=1 |f:0.1|. The product is CNC(C(C1=CC=CC=C1)=NOCC1=CC=CC(=N1)NC(OCCC#C)=O)=O (But-3-yn-1-yl {6-[({[2-(methylamino)-2-oxo-1-phenylethylidene]amino}oxy)methyl]pyridin-2-yl}carbamate). The reactants are C(CC#C)OC(NC1=NC(=CC=C1)CCl)=O (but-3-in-1-yl[6-(chloromethyl)pyridin-2-yl]carbamate), O (water), [H-].[Na+] (sodium hydride), ON=C(C(=O)NC)C1=CC=CC=C1 (2-(hydroxyimino)-N-methyl-2-phenylacetamide). Procedure: 49 mg (1.22 mmol) of sodium hydride were added to a solution of 200 mg (1.12 mmol) of 2-(hydroxyimino)-N-methyl-2-phenylacetamide (only Z diastereoisomer in 5 ml of DMF, and the suspension was stirred for 30 minutes at room temperature. Then, a solution of 268 mg (1.12 mmol) of but-3-in-1-yl[6-(chloromethyl)pyridin-2-yl]carbamate in 5 ml was added. The mixture was stirred for 3.5 hours at room temperature and then poured into 70 ml of water and admixed with 50 ml of AcOEt. The organic phase was ... Reaction conditions: time 1 hour. RXN SMILES: CC(O)C.C1(C)C=CC=CC=1.CC(C[AlH]CC(C)C)C.[C:21]([C:24]1[CH:29]=[CH:28][CH:27]=[CH:26][CH:25]=1)(=[O:23])[CH3:22].Cl>>[CH3:22][CH:21]([OH:23])[C:24]1[CH:29]=[CH:28][CH:27]=[CH:26][CH:25]=1. The product is CC(C1=CC=CC=C1)O (α-phenethyl alcohol). Isolated yield 163.8%. Reactants: CC(C)O (2-Propanol), C1(=CC=CC=C1)C (toluene), CC(C)C[AlH]CC(C)C (DIBAH), C(C)(=O)C1=CC=CC=C1 (acetophenone), resultant mixture, Cl (hydrochloric acid). Procedure: 2-Propanol (1.53 ml, 20 mmol) was added to 9.9 ml (10 mmol) of a toluene solution of DIBAH (1.02 M) at room temperature and the mixture was stirred at room temperature for 1 hour. Thereto was added 0.601 g of acetophenone, and the resultant mixture was stirred at room temperature for 6 hours, followed by hydrolysis with 1 N hydrochloric acid with ice cooling. Extraction with ethyl acetate and concentration gave 1.001 g of α-phenethyl alcohol as an oil. Conversion 55%, yield 47.7%. The reactants are C(C)(C)N1N=CN(C1=O)C1=CC=C(C=C1)N1CCN(CC1)C1=CC=C(C=C1)OC (1-Isopropyl-4-(4-(4-(4-methoxyphenyl)piperazin-1-yl)phenyl)-1H-1,2,4-triazol-5(4H)-one). Solvent: Br (HBr). Yields the product OC1=CC=C(C=C1)N1CCN(CC1)C1=CC=C(C=C1)N1C=NN(C1=O)C(C)C (4-(4-(4-(4-Hydroxyphenyl)piperazin-1-yl)phenyl)-1-isopropyl-1H-1,2,4-triazol-5(4H)-one). Isolated yield 96.0%. Reaction SMILES: [CH:1]([N:4]1[C:8](=[O:9])[N:7]([C:10]2[CH:15]=[CH:14][C:13]([N:16]3[CH2:21][CH2:20][N:19]([C:22]4[CH:27]=[CH:26][C:25]([O:28]C)=[CH:24][CH:23]=4)[CH2:18][CH2:17]3)=[CH:12][CH:11]=2)[CH:6]=[N:5]1)([CH3:3])[CH3:2]>Br>[OH:28][C:25]1[CH:26]=[CH:27][C:22]([N:19]2[CH2:18][CH2:17][N:16]([C:13]3[CH:12]=[CH:11][C:10]([N:7]4[C:8](=[O:9])[N:4]([CH:1]([CH3:3])[CH3:2])[N:5]=[CH:6]4)=[CH:15][CH:14]=3)[CH2:21][CH2:20]2)=[CH:23][CH:24]=1. Procedure: This compound was synthesized as a white amorphous solid from 4d (31.6 mg, 0.080 mmol) in 48% aqueous HBr (1.0 mL) in 96% yield by following general procedure 1.4: MALDI-MS: 380.2 (M+H+), 402.2 (M+Na+). The reactants are O=C1c2ccccc2C(=O)N1CCCBr, O=C([O-])O, CN(C)C=O, [Na+], O, c1ccc2c(C3CCNCC3)c[nH]c2c1. Yields the product O=C1c2ccccc2C(=O)N1CCCN1CCC(c2c[nH]c3ccccc23)CC1. RXN SMILES: [Br:16][CH2:17][CH2:18][CH2:19][N:20]1[C:21](=[O:30])[c:22]2[c:23]([cH:26][cH:27][cH:28][cH:29]2)[C:24]1=[O:25].[C:31](=[O:32])([O-:33])[OH:34].[CH3:37][N:38]([CH3:39])[CH:40]=[O:41].[Na+:35].[OH2:36].[nH:1]1[cH:2][c:3]([CH:10]2[CH2:11][CH2:12][NH:13][CH2:14][CH2:15]2)[c:4]2[cH:5][cH:6][cH:7][cH:8][c:9]12>>[nH:1]1[cH:2][c:3]([CH:10]2[CH2:11][CH2:12][N:13]([CH2:17][CH2:18][CH2:19][N:20]3[C:21](=[O:30])[c:22]4[c:23]([cH:26][cH:27][cH:28][cH:29]4)[C:24]3=[O:25])[CH2:14][CH2:15]2)[c:4]2[cH:5][cH:6][cH:7][cH:8][c:9]12. The reactants are FC=1C=C(OC2=NC(=C(C(=N2)OC)S(=O)(=O)C(F)(F)F)C2=C(C=C(C=C2)Cl)Cl)C=CC1F (2-(3,4-difluorophenoxy)-4-methoxy-5-trifluoromethansulfonyl-6-[2 4-dichlorophenyl]pyrimidine), C([O-])([O-])=O.[K+].[K+] (potassium carbonate), FC1=CC=C(C=C1)B(O)O (4-fluorobenzeneboronic acid). The reagents and catalysts are [Pd].C1(=CC=CC=C1)P(C1=CC=CC=C1)C1=CC=CC=C1.C1(=CC=CC=C1)P(C1=CC=CC=C1)C1=CC=CC=C1.C1(=CC=CC=C1)P(C1=CC=CC=C1)C1=CC=CC=C1.C1(=CC=CC=C1)P(C1=CC=CC=C1)C1=CC=CC=C1 (tetrakis(triphenylphosphine) palladium). The solvent is 80/20, C1(=CC=CC=C1)C.C(C)O (toluene ethanol). Conditions: temperature 82.5 celsius. Yields the product FC=1C=C(OC2=NC(=C(C(=N2)OC)C2=CC=C(C=C2)F)C2=C(C=C(C=C2)Cl)Cl)C=CC1F (2-(3,4-Difluorophenoxy)-4-methoxy-5-(4-fluorophenyl)-6-[2,4-dichlorophenyl]pyrimidine). As a reaction SMILES: [F:1][C:2]1[CH:3]=[C:4]([CH:29]=[CH:30][C:31]=1[F:32])[O:5][C:6]1[N:11]=[C:10]([O:12][CH3:13])[C:9](S(C(F)(F)F)(=O)=O)=[C:8]([C:21]2[CH:26]=[CH:25][C:24]([Cl:27])=[CH:23][C:22]=2[Cl:28])[N:7]=1.C(=O)([O-])[O-].[K+].[K+].[F:39][C:40]1[CH:45]=[CH:44][C:43](B(O)O)=[CH:42][CH:41]=1>[Pd].C1(P(C2C=CC=CC=2)C2C=CC=CC=2)C=CC=CC=1.C1(P(C2C=CC=CC=2)C2C=CC=CC=2)C=CC=CC=1.C1(P(C2C=CC=CC=2)C2C=CC=CC=2)C=CC=CC=1.C1(P(C2C=CC=CC=2)C2C=CC=CC=2)C=CC=CC=1.C1(C)C=CC=CC=1.C(O)C>[F:1][C:2]1[CH:3]=[C:4]([CH:29]=[CH:30][C:31]=1[F:32])[O:5][C:6]1[N:11]=[C:10]([O:12][CH3:13])[C:9]([C:43]2[CH:44]=[CH:45][C:40]([F:39])=[CH:41][CH:42]=2)=[C:8]([C:21]2[CH:26]=[CH:25][C:24]([Cl:27])=[CH:23][C:22]=2[Cl:28])[N:7]=1 |f:1.2.3,5.6.7.8.9,10.11|. Procedure: To a 5 mL round bottom flask fitted with a stir bar and septum was added 2-(3,4-difluorophenoxy)-4-methoxy-5-trifluoromethansulfonyl-6-[2 4-dichlorophenyl]pyrimidine (85 mg, 0.16 mmol) as described in Reference Example 17, anhydrous potassium carbonate (66 mg, 0.48 mmol) and 4-fluorobenzeneboronic acid (44 mg, 0.32 mmol) in 1 mL 80/20 toluene/ethanol. The mixture was degassed under nitrogen with three freeze-thaw cycles and tetrakis(triphenylphosphine) palladium (27 mg, 0.024 mmol) was added to ... Starting materials: N1C=CC2=CC(=CC=C12)S(=O)(=O)N (1H-indole-5-sulfonamide), BrC=1C=C(C=C2CCN(C12)CC)S(=O)(=O)N (7-bromo-1-ethylindoline-5-sulfonamide), BrC=1C=C(C=C2CCN(C12)CC)S(=O)(=O)N (7-bromo-1-ethylindoline-5-sulfonamide). Product: BrC=1C=C(C=C2C=CN(C12)CC)S(=O)(=O)N (7-Bromo-1-ethyl-1H-indole-5-sulfonamide). The yield is 32.3%. As a reaction SMILES: N1C2C(=CC(S(N)(=O)=O)=CC=2)C=C1.[Br:14][C:15]1[CH:16]=[C:17]([S:26]([NH2:29])(=[O:28])=[O:27])[CH:18]=[C:19]2[C:23]=1[N:22]([CH2:24][CH3:25])[CH2:21][CH2:20]2>>[Br:14][C:15]1[CH:16]=[C:17]([S:26]([NH2:29])(=[O:28])=[O:27])[CH:18]=[C:19]2[C:23]=1[N:22]([CH2:24][CH3:25])[CH:21]=[CH:20]2. Procedure details: Following a procedure analogous to that for the synthesis of Intermediate 54, 7-bromo-1-ethylindoline-5-sulfonamide (Intermediate 76, 140 mg, 0.46 mmol) was converted to the title compound (45 mg, 31%). 1H NMR (DMSO-d6) δ 8.04 (d, J=1.8 Hz, 1H), 7.77 (d, J=1.5 Hz, 1H), 7.63 (d, J=3.1 Hz, 1H), 7.26 (s, 2H), 6.72 (d, J=3.3 Hz, 1H), 4.60 (q, J=7.1 Hz, 2H), 1.38 (t, J=7.2 Hz, 3H); MS(ESI+) m/z 305.2 (M+H)+.